From a dataset of the Open Reaction Database (ORD), a public repository of structured organic reaction records. describe an organic reaction: reactants, conditions, products, and yield Reactants: O=C([O-])[O-], [Cl-], [K+], [K+], Cn1cc[n+](C)c1N=Nc1ccc(N)cc1, Nc1nc(Cl)cc(Cl)n1, CN(C)C=O, O. Yields the product [Cl-], Cn1cc[n+](C)c1N=Nc1ccc(Nc2cc(Cl)nc(N)n2)cc1. Reaction SMILES: [C:32](=[O:33])([O-:34])[O-:35].[Cl-:15].[K+:36].[K+:37].[NH2:16][c:17]1[cH:18][cH:19][c:20]([N:23]=[N:24][c:25]2[n+:26]([CH3:31])[cH:27][cH:28][n:29]2[CH3:30])[cH:21][cH:22]1.[NH2:1][c:2]1[n:3][c:4]([Cl:9])[cH:5][c:6]([Cl:8])[n:7]1.[O:10]=[CH:11][N:12]([CH3:13])[CH3:14].[OH2:38]>>[Cl-:8].[NH2:1][c:2]1[n:3][c:4]([Cl:9])[cH:5][c:6]([NH:16][c:17]2[cH:18][cH:19][c:20]([N:23]=[N:24][c:25]3[n:26]([CH3:31])[cH:27][cH:28][n+:29]3[CH3:30])[cH:21][cH:22]2)[n:7]1. Reactants: [OH-].[K+] (KOH), BrC1=CC=C2CC(N(C2=C1)CC1=CC=CC2=CC=CC=C12)=O (6-Bromo-1-naphthalen-1-ylmethyl-1,3-dihydro-indol-2-one), Cl.N1=CC=C(C=C1)CCl (4-picolyl chloride hydrochloride). Run in C1CCOC1 (THF), C1CCOC1 (THF). Run at time 2 hour. Product: BrC1=CC=C2C(C(N(C2=C1)CC1=CC=CC2=CC=CC=C12)=O)(CC1=CC=NC=C1)CC1=CC=NC=C1 (6-Bromo-1-naphthalen-1-ylmethyl-3,3-bis-pyridin-4-ylmethyl-1,3-dihydro-indol-2-one). Yield: 47.3%. RXN SMILES: [Br:1][C:2]1[CH:10]=[C:9]2[C:5]([CH2:6][C:7](=[O:22])[N:8]2[CH2:11][C:12]2[C:21]3[C:16](=[CH:17][CH:18]=[CH:19][CH:20]=3)[CH:15]=[CH:14][CH:13]=2)=[CH:4][CH:3]=1.[OH-].[K+].Cl.[N:26]1[CH:31]=[CH:30][C:29]([CH2:32]Cl)=[CH:28][CH:27]=1>C1COCC1>[Br:1][C:2]1[CH:10]=[C:9]2[C:5]([C:6]([CH2:32][C:29]3[CH:30]=[CH:31][N:26]=[CH:27][CH:28]=3)([CH2:32][C:29]3[CH:30]=[CH:31][N:26]=[CH:27][CH:28]=3)[C:7](=[O:22])[N:8]2[CH2:11][C:12]2[C:21]3[C:16](=[CH:17][CH:18]=[CH:19][CH:20]=3)[CH:15]=[CH:14][CH:13]=2)=[CH:4][CH:3]=1 |f:1.2,3.4|. Procedure details: 6-Bromo-1-naphthalen-1-ylmethyl-1,3-dihydro-indol-2-one (195 mg, 0.554 mmol) was dissolved in 1 ml of THF and was then added to a previously degassed solution of 3 ml of THF and 5 ml of aqueous 1 N KOH under an atmosphere of dry N2. To this solution was added 4-picolyl chloride hydrochloride (275 mg, 1.67 mmol). The reaction mixture was then stirred at ambient temperature for 2 hours after which time the reaction mixture was concentrated under vacuum to give a green oil. The oil was partitioned ... The reactants are C(CCCCC)N1C(C2=C(N(C(C2=C1C=1SC(=CC1)Br)=O)CCCCCC)C=1SC(=CC1)Br)=O (2,5-di-n-hexyl-3,6-bis(5-bromo-thiophen-2-yl)pyrrolo[3,4-c]-pyrrole-1,4-dione), CN(C)C=O (DMF), C(CCCCC)N1C(C2=C(N(C(C2=C1C=1SC(=CC1)Br)=O)CCCCCC)C=1SC(=CC1)Br)=O (2,5-Di-n-hexyl-3,6-bis(5-bromo-thiophen-2-yl)pyrrolo[3,4-c]-pyrrole-1,4-dione), [Cu]C#N (copper(I)-cyanide). Run at temperature 130 celsius, time 4 hour. Product: C(CCCCC)N1C(C2=C(N(C(C2=C1C=1SC(=CC1)C#N)=O)CCCCCC)C=1SC(=CC1)C#N)=O (2,5-Di-n-hexyl-3,6-bis(5-cyano-thiophen-2-yl)pyrrolo[3,4-c]-pyrrole-1,4-dione). RXN SMILES: [CH2:1]([N:7]1[C:14]([C:15]2[S:16][C:17](Br)=[CH:18][CH:19]=2)=[C:13]2[C:9](=[C:10]([C:28]3[S:29][C:30](Br)=[CH:31][CH:32]=3)[N:11]([CH2:22][CH2:23][CH2:24][CH2:25][CH2:26][CH3:27])[C:12]2=[O:21])[C:8]1=[O:34])[CH2:2][CH2:3][CH2:4][CH2:5][CH3:6].[Cu][C:36]#[N:37].[CH3:38][N:39](C=O)C>>[CH2:1]([N:7]1[C:14]([C:15]2[S:16][C:17]([C:38]#[N:39])=[CH:18][CH:19]=2)=[C:13]2[C:9](=[C:10]([C:28]3[S:29][C:30]([C:36]#[N:37])=[CH:31][CH:32]=3)[N:11]([CH2:22][CH2:23][CH2:24][CH2:25][CH2:26][CH3:27])[C:12]2=[O:21])[C:8]1=[O:34])[CH2:2][CH2:3][CH2:4][CH2:5][CH3:6]. Reported procedure: The synthesis of 2,5-di-n-hexyl-3,6-bis(5-bromo-thiophen-2-yl)pyrrolo[3,4-c]-pyrrole-1,4-dione is done in analogy to Zhou et al., Macromolecules 43 (2010) 821-826. 2,5-Di-n-hexyl-3,6-bis(5-bromo-thiophen-2-yl)pyrrolo[3,4-c]-pyrrole-1,4-dione (237 mg, 0.378 mmol) and copper(I)-cyanide (1.50 g, 17.0 mmol) are placed in a 25 mL-flask under argon. Dry DMF (10 mL) is added and the mixture is stirred at 130° C. for 4 h. The solvent is removed under reduced pressure and the residual solid is extracted ... The reactants are CC(C)(C)OC(=O)NCC#CCn1ccc(NC(=O)C(CC2CCCC2)c2ccc(S(C)(=O)=O)c(Cl)c2)n1, ClCCl, CCOC(C)=O, O=C(O)C(F)(F)F. Yields the product CS(=O)(=O)c1ccc(C(CC2CCCC2)C(=O)Nc2ccn(CC#CCN)n2)cc1Cl. RXN SMILES: [C:1]([O:2][C:3](=[O:4])[NH:7][CH2:8][C:9]#[C:10][CH2:11][n:12]1[n:13][c:14]([NH:17][C:18]([CH:19]([CH2:20][CH:21]2[CH2:22][CH2:23][CH2:24][CH2:25]2)[c:26]2[cH:27][c:28]([Cl:36])[c:29]([S:32](=[O:33])(=[O:34])[CH3:35])[cH:30][cH:31]2)=[O:37])[cH:15][cH:16]1)([CH3:5])([CH3:6])[CH3:38].[CH2:46]([Cl:47])[Cl:48].[CH3:49][CH2:50][O:51][C:52](=[O:53])[CH3:54].[OH:39][C:40]([C:41]([F:42])([F:43])[F:44])=[O:45]>>[NH2:7][CH2:8][C:9]#[C:10][CH2:11][n:12]1[n:13][c:14]([NH:17][C:18]([CH:19]([CH2:20][CH:21]2[CH2:22][CH2:23][CH2:24][CH2:25]2)[c:26]2[cH:27][c:28]([Cl:36])[c:29]([S:32](=[O:33])(=[O:34])[CH3:35])[cH:30][cH:31]2)=[O:37])[cH:15][cH:16]1.